From a dataset of the Open Reaction Database (ORD), a public repository of structured organic reaction records. describe an organic reaction: reactants, conditions, products, and yield Starting materials: CCOC(C)=O, CS(C)=O, CCCCCC, Cc1ccc(S(=O)(=O)OCC2COc3cc(F)c4c(c3O2)CC(=O)N4)cc1, c1ccc2c(C3CCNCC3)c[nH]c2c1. Yields the product O=C1Cc2c(c(F)cc3c2OC(CN2CCC(c4c[nH]c5ccccc45)CC2)CO3)N1. RXN SMILES: [C:53]([O:54][CH2:55][CH3:56])(=[O:57])[CH3:58].[CH3:43][S:44]([CH3:45])=[O:46].[CH3:47][CH2:48][CH2:49][CH2:50][CH2:51][CH3:52].[c:1]1([CH3:2])[cH:3][cH:4][c:5]([S:6]([O:7][CH2:11][CH:12]2[CH2:13][O:14][c:15]3[c:16]([c:17]4[c:21]([c:22]([F:24])[cH:23]3)[NH:20][C:19](=[O:25])[CH2:18]4)[O:26]2)(=[O:8])=[O:9])[cH:10][cH:27]1.[nH:28]1[cH:29][c:30]([CH:37]2[CH2:38][CH2:39][NH:40][CH2:41][CH2:42]2)[c:31]2[cH:32][cH:33][cH:34][cH:35][c:36]12>>[CH2:11]([CH:12]1[CH2:13][O:14][c:15]2[c:16]([c:17]3[c:21]([c:22]([F:24])[cH:23]2)[NH:20][C:19](=[O:25])[CH2:18]3)[O:26]1)[N:40]1[CH2:39][CH2:38][CH:37]([c:30]2[cH:29][nH:28][c:36]3[c:31]2[cH:32][cH:33][cH:34][cH:35]3)[CH2:42][CH2:41]1. Starting materials: C1(=CC=CC=C1)P(C1=CC=CC=C1)C1=CC=CC=C1 (triphenylphosphine), ClC=1C=C(CN2C(N(C3=NC=C(C=C32)C#N)[C@@H]3CC[C@H](CC3)O)=O)C=CC1OC (1-(3-chloro-4-methoxybenzyl)-6-cyano-3-(trans-4-hydroxycyclohexyl)-2,3-dihydro-1H-imidazo[4,5-b]pyridin-2-one), C(C)(=O)O (acetic acid), N(=NC(=O)OCC)C(=O)OCC (diethyl azodicarboxylate). The solvent is O1CCCC1 (tetrahydrofuran). Run at time 8 hour. The product is C(C)(=O)O[C@H]1CC[C@H](CC1)N1C(N(C=2C1=NC=C(C2)C#N)CC2=CC(=C(C=C2)OC)Cl)=O (3-(cis-4-acetoxycyclohexyl)-1-(3-chloro-4-methoxybenzyl)-6-cyano-2,3-dihydro-1H-imidazo[4,5-b]pyridin-2-one). Yield: 27.2%. Reaction SMILES: [Cl:1][C:2]1[CH:3]=[C:4]([CH:25]=[CH:26][C:27]=1[O:28][CH3:29])[CH2:5][N:6]1[C:14]2[C:9](=[N:10][CH:11]=[C:12]([C:15]#[N:16])[CH:13]=2)[N:8]([C@H:17]2[CH2:22][CH2:21][C@H:20]([OH:23])[CH2:19][CH2:18]2)[C:7]1=[O:24].[C:30](O)(=[O:32])[CH3:31].N(C(OCC)=O)=NC(OCC)=O.C1(P(C2C=CC=CC=2)C2C=CC=CC=2)C=CC=CC=1>O1CCCC1>[C:30]([O:23][C@@H:20]1[CH2:19][CH2:18][C@H:17]([N:8]2[C:9]3=[N:10][CH:11]=[C:12]([C:15]#[N:16])[CH:13]=[C:14]3[N:6]([CH2:5][C:4]3[CH:25]=[CH:26][C:27]([O:28][CH3:29])=[C:2]([Cl:1])[CH:3]=3)[C:7]2=[O:24])[CH2:22][CH2:21]1)(=[O:32])[CH3:31]. Reported procedure: To a mixture of 1-(3-chloro-4-methoxybenzyl)-6-cyano-3-(trans-4-hydroxycyclohexyl)-2,3-dihydro-1H-imidazo[4,5-b]pyridin-2-one (500 mg), acetic acid (76.9 mg) and diethyl azodicarboxylate (221 mg) in anhydrous tetrahydrofuran (5 mL) was added triphenylphosphine (334 mg). The mixture was stirred at ambient temperature for overnight. The mixture was evaporated in vacuo, and the residue was purified by a silica gel column chromatography eluting with a mixture of n-hexane and ethyl acetate (3:1) to g... Starting materials: CCOCC, C#CC1CC1, COC(=O)Cl. Product: COC(=O)C#CC1CC1. RXN SMILES: [CH2:11]([O:12][CH2:13][CH3:14])[CH3:15].[CH:1]1([C:4]#[CH:5])[CH2:2][CH2:3]1.[Cl:6][C:7](=[O:8])[O:9][CH3:10]>>[CH:1]1([C:4]#[C:5][C:7](=[O:8])[O:9][CH3:10])[CH2:2][CH2:3]1. Reactants: C(=O)(C(=O)OC)N1[C@@H]([C@H](C1=O)N1C(C=2C(C1=O)=CC=CC2)=O)CC(CC(=O)OC)=O (methyl 4-[(2R,3R)-1-methoxalyl-4-oxo-3-phthalimidoazetidin-2-yl]-3-oxobutanoate). Solvent: CO (methanol). Yields the product O=C(CC(=O)OC)C[C@H]1NC([C@@H]1N1C(C=2C(C1=O)=CC=CC2)=O)=O (methyl 3-oxo-4-[(2R,3R)-4-oxo-3-phthalimidoazetidin-2-yl]butanoate). The yield is 64.9%. RXN SMILES: C([N:7]1[C:10](=[O:11])[C@H:9]([N:12]2[C:16](=[O:17])[C:15]3=[CH:18][CH:19]=[CH:20][CH:21]=[C:14]3[C:13]2=[O:22])[C@H:8]1[CH2:23][C:24](=[O:30])[CH2:25][C:26]([O:28][CH3:29])=[O:27])(C(OC)=O)=O>CO>[O:30]=[C:24]([CH2:23][C@@H:8]1[C@@H:9]([N:12]2[C:13](=[O:22])[C:14]3=[CH:21][CH:20]=[CH:19][CH:18]=[C:15]3[C:16]2=[O:17])[C:10](=[O:11])[NH:7]1)[CH2:25][C:26]([O:28][CH3:29])=[O:27]. Reported procedure: A solution of methyl 4-[(2R,3R)-1-methoxalyl-4-oxo-3-phthalimidoazetidin-2-yl]-3-oxobutanoate (68 mg) in methanol (4 ml) was stirred at room temperature for 16 hours and heated at 55°-60° C. for two hours. The resultant solution was evaporated, and the residue was chromatographed on a silica gel plate (developing solvent: 20% acetone in dichloromethane) to afford methyl 3-oxo-4-[(2R,3R)-4-oxo-3-phthalimidoazetidin-2-yl]butanoate (35 mg) as an amorphous solid. Crystallization from a mixture of et... The reactants are C=Cc1ccc(C(=O)OC)cc1C12CC3CC(CC(C3)C1)C2, C1COCCO1. The product is CCc1ccc(C(=O)OC)cc1C12CC3CC(CC(C3)C1)C2. RXN SMILES: [C:1]12([c:11]3[cH:12][c:13]([C:14](=[O:15])[O:16][CH3:17])[cH:18][cH:19][c:20]3[CH:21]=[CH2:22])[CH2:2][CH:3]3[CH2:4][CH:5]([CH2:6][CH:7]([CH2:8]1)[CH2:9]3)[CH2:10]2.[O:23]1[CH2:24][CH2:25][O:26][CH2:27][CH2:28]1>>[C:1]12([c:11]3[cH:12][c:13]([C:14](=[O:15])[O:16][CH3:17])[cH:18][cH:19][c:20]3[CH2:21][CH3:22])[CH2:2][CH:3]3[CH2:4][CH:5]([CH2:6][CH:7]([CH2:8]1)[CH2:9]3)[CH2:10]2. Reactants: N#CC(Cc1ccc(CBr)cc1)c1ccccc1, CCCc1nc2nccc(C)c2[nH]1, [H-], [Na+], CN(C)C=O. The product is CCCc1nc2c(C)ccnc2n1Cc1ccc(CC(C#N)c2ccccc2)cc1. As a reaction SMILES: [Br:16][CH2:17][c:18]1[cH:19][cH:20][c:21]([CH2:24][CH:25]([C:26]#[N:27])[c:28]2[cH:29][cH:30][cH:31][cH:32][cH:33]2)[cH:22][cH:23]1.[CH3:1][c:2]1[c:3]2[c:4]([n:5][cH:6][cH:7]1)[n:8][c:9]([CH2:11][CH2:12][CH3:13])[nH:10]2.[H-:15].[Na+:14].[O:34]=[CH:35][N:36]([CH3:37])[CH3:38]>>[CH3:1][c:2]1[c:3]2[c:4]([n:5][cH:6][cH:7]1)[n:8]([CH2:17][c:18]1[cH:19][cH:20][c:21]([CH2:24][CH:25]([C:26]#[N:27])[c:28]3[cH:29][cH:30][cH:31][cH:32][cH:33]3)[cH:22][cH:23]1)[c:9]([CH2:11][CH2:12][CH3:13])[n:10]2. The reactants are [N+](=O)([O-])C1=CC(=C(C(=O)NC2=CC=C(C=C2)[N+](=O)[O-])C=C1)O (4,4'-Dinitro-2-hydroxybenzanilide), [H][H] (hydrogen), [H][H] (hydrogen). The reagents and catalysts are [Pd] (Pd/C), [Cr].[Co] (Hastelloy C). Solvent: O1CCOCC1 (dioxane). Yields the product NC1=CC(=C(C(=O)NC2=CC=C(C=C2)N)C=C1)O (4,4'-diamino-2-hydroxybenzanilide). As a reaction SMILES: [N+:1]([C:4]1[CH:21]=[CH:20][C:7]([C:8]([NH:10][C:11]2[CH:16]=[CH:15][C:14]([N+:17]([O-])=O)=[CH:13][CH:12]=2)=[O:9])=[C:6]([OH:22])[CH:5]=1)([O-])=O.[H][H]>[Pd].[Cr].[Co].O1CCOCC1>[NH2:1][C:4]1[CH:21]=[CH:20][C:7]([C:8]([NH:10][C:11]2[CH:12]=[CH:13][C:14]([NH2:17])=[CH:15][CH:16]=2)=[O:9])=[C:6]([OH:22])[CH:5]=1 |f:3.4|. Procedure: 4,4'-Dinitro-2-hydroxybenzanilide (20.0 g, 0.066 mol), dioxane (300 mL), and 10 percent Pd/C were placed in a 600 mL Hastelloy C Parr Reactor. The material was hydrogenated at 100° C. and 150 psi (1033 kPa) of hydrogen for 16 hours, after which the reactor was allowed to cool and hydrogen was vented off. The catalyst was filtered and the major portion of the solution was set aside for Step C, while dioxane was removed in vacuo from a small portion of the solution to give a product having a melti... As a reaction SMILES: [C:47].[CH3:49][OH:50].[N:1](=[N+:2]=[N-:3])[CH:4]([CH:5]([CH:6]([CH2:7][CH:8]1[CH2:9][CH2:10][CH2:11][CH2:12][CH2:13]1)[NH:14][C:15]([CH:16]([CH2:17][c:18]1[n:19][cH:20][nH:21][cH:22]1)[NH:23][C:24]([CH:25]([CH2:26][c:27]1[cH:28][cH:29][cH:30][cH:31][cH:32]1)[CH2:33][S:34](=[O:35])(=[O:36])[C:37]([CH3:38])([CH3:39])[CH3:40])=[O:41])=[O:42])[OH:43])[CH:44]1[CH2:45][CH2:46]1.[Pd:48]>>[NH2:1][CH:4]([CH:5]([CH:6]([CH2:7][CH:8]1[CH2:9][CH2:10][CH2:11][CH2:12][CH2:13]1)[NH:14][C:15]([CH:16]([CH2:17][c:18]1[n:19][cH:20][nH:21][cH:22]1)[NH:23][C:24]([CH:25]([CH2:26][c:27]1[cH:28][cH:29][cH:30][cH:31][cH:32]1)[CH2:33][S:34](=[O:35])(=[O:36])[C:37]([CH3:38])([CH3:39])[CH3:40])=[O:41])=[O:42])[OH:43])[CH:44]1[CH2:45][CH2:46]1. The reactants are C, CO, CC(C)(C)S(=O)(=O)CC(Cc1ccccc1)C(=O)NC(Cc1c[nH]cn1)C(=O)NC(CC1CCCCC1)C(O)C(N=[N+]=[N-])C1CC1, [Pd]. The product is CC(C)(C)S(=O)(=O)CC(Cc1ccccc1)C(=O)NC(Cc1c[nH]cn1)C(=O)NC(CC1CCCCC1)C(O)C(N)C1CC1. The reactants are C(C)(=O)C1=CC=C(C=C1)C1(CCC1)NC(OC(C)(C)C)=O (tert-butyl (1-(4-acetylphenyl)cyclobutyl)carbamate), [Br-].[Br-].[Br-].C(CCC)[N+](CCCC)(CCCC)CCCC.C(CCC)[N+](CCCC)(CCCC)CCCC.C(CCC)[N+](CCCC)(CCCC)CCCC (tetrabutyl ammonium tribromide). Run in C(Cl)(Cl)Cl (chloroform), CO (methanol), ClCCl (dichloromethane). Conditions: temperature 40 celsius, time 90 minute. Product: BrCC(=O)C1=CC=C(C=C1)C1(CCC1)NC(OC(C)(C)C)=O (tert-butyl (1-(4-(2-bromoacetyl)phenyl)cyclobutyl)carbamate). The yield is 150.1%. As a reaction SMILES: [C:1]([C:4]1[CH:9]=[CH:8][C:7]([C:10]2([NH:14][C:15](=[O:21])[O:16][C:17]([CH3:20])([CH3:19])[CH3:18])[CH2:13][CH2:12][CH2:11]2)=[CH:6][CH:5]=1)(=[O:3])[CH3:2].[Br-:22].[Br-].[Br-].C([N+](CCCC)(CCCC)CCCC)CCC.C([N+](CCCC)(CCCC)CCCC)CCC.C([N+](CCCC)(CCCC)CCCC)CCC>C(Cl)(Cl)Cl.CO.ClCCl>[Br:22][CH2:2][C:1]([C:4]1[CH:5]=[CH:6][C:7]([C:10]2([NH:14][C:15](=[O:21])[O:16][C:17]([CH3:20])([CH3:19])[CH3:18])[CH2:13][CH2:12][CH2:11]2)=[CH:8][CH:9]=1)=[O:3] |f:1.2.3.4.5.6|. Procedure details: To a solution of tert-butyl (1-(4-acetylphenyl)cyclobutyl)carbamate (0.1 g, 1 eq.) in chloroform (3.5 mL) and methanol (1.5 mL) was added the tetrabutyl ammonium tribromide (0.175 g, 1.05 eq.). The mixture was stirred at 40° C. for 90 minutes. The reaction mixture was diluted with dichloromethane (10 mL), washed with water (10 mL), dried over sodium sulfate, filtered and concentrated under reduced pressure. The product was purified by column chromatography (10% ethyl acetate in dichloromethane),... Reactants: BrCC1=CC(=C(C(=O)OC)C=C1)OS(=O)(=O)C(F)(F)F (methyl 4-bromomethyl-2-trifluoromethylsulfonyloxybenzoate), C1(=CC=CC=C1)P(C1=CC=CC=C1)C1=CC=CC=C1 (triphenylphosphine). Run in C1(=CC=CC=C1)C (toluene). Yields the product [Br-].FC(S(=O)(=O)OC=1C=C(C[P+](C2=CC=CC=C2)(C2=CC=CC=C2)C2=CC=CC=C2)C=CC1C(=O)OC)(F)F (3-trifluoromethylsulfonyloxy-4-methoxycarbonylbenzyl triphenylphosphonium bromide). Yield: 100.0%. RXN SMILES: [Br:1][CH2:2][C:3]1[CH:12]=[CH:11][C:6]([C:7]([O:9][CH3:10])=[O:8])=[C:5]([O:13][S:14]([C:17]([F:20])([F:19])[F:18])(=[O:16])=[O:15])[CH:4]=1.[C:21]1([P:27]([C:34]2[CH:39]=[CH:38][CH:37]=[CH:36][CH:35]=2)[C:28]2[CH:33]=[CH:32][CH:31]=[CH:30][CH:29]=2)[CH:26]=[CH:25][CH:24]=[CH:23][CH:22]=1>C1(C)C=CC=CC=1>[Br-:1].[F:18][C:17]([F:20])([F:19])[S:14]([O:13][C:5]1[CH:4]=[C:3]([CH:12]=[CH:11][C:6]=1[C:7]([O:9][CH3:10])=[O:8])[CH2:2][P+:27]([C:28]1[CH:29]=[CH:30][CH:31]=[CH:32][CH:33]=1)([C:34]1[CH:39]=[CH:38][CH:37]=[CH:36][CH:35]=1)[C:21]1[CH:22]=[CH:23][CH:24]=[CH:25][CH:26]=1)(=[O:16])=[O:15] |f:3.4|. Procedure: A solution of methyl 4-bromomethyl-2-trifluoromethylsulfonyloxybenzoate (23.12 g; 61 mmol) and triphenylphosphine (16 g; 61 mmol) in toluene (240 ml) was refluxed for 5 hours. The resulting solid was filtered and washed with ether to give 3-trifluoromethylsulfonyloxy-4-methoxycarbonylbenzyl triphenylphosphonium bromide. Yield=100%.